This data is from the Open Reaction Database (ORD), a public repository of structured organic reaction records. The task is: describe an organic reaction: reactants, conditions, products, and yield Starting materials: C1(=CC=CC=C1)C([C@@H]1C(N[C@@H]1S(=O)(=O)C)=O)(C1=CC=CC=C1)C1=CC=CC=C1 ((3R-cis)-3-triphenylmethyl-4-methylsulfonyl-2-azetidinone), C1(=CC=CC=C1)S(=O)[O-].[Na+] (sodium benzenesulfinate), ClCCCl (1,2-dichloroethane). As a reaction SMILES: [C:1]1([C:7]([C:23]2[CH:28]=[CH:27][CH:26]=[CH:25][CH:24]=2)([C:17]2[CH:22]=[CH:21][CH:20]=[CH:19][CH:18]=2)[C@H:8]2[C@@H:11]([S:12]([CH3:15])(=[O:14])=[O:13])[NH:10][C:9]2=[O:16])[CH:6]=[CH:5][CH:4]=[CH:3][CH:2]=1.[C:29]1(S([O-])=O)[CH:34]=[CH:33]C=[CH:31][CH:30]=1.[Na+].ClCCCl>[Br-].C([N+](CCCC)(CCCC)CCCC)CCC.O>[C:23]1([C:7]([C:1]2[CH:6]=[CH:5][CH:4]=[CH:3][CH:2]=2)([C:17]2[CH:18]=[CH:19][CH:20]=[CH:21][CH:22]=2)[C@H:8]2[CH:11]([S:12]([C:15]3[CH:33]=[CH:34][CH:29]=[CH:30][CH:31]=3)(=[O:14])=[O:13])[NH:10][C:9]2=[O:16])[CH:28]=[CH:27][CH:26]=[CH:25][CH:24]=1 |f:1.2,4.5|. The solvent is O (water). Procedure details: A mixture of 30 g of (3R-cis)-3-triphenylmethyl-4-methylsulfonyl-2-azetidinone, 40 g of sodium benzenesulfinate, 25 g of tetra-n-butylammonium bromide, 400 ml of 1,2-dichloroethane, and 100 ml of water were refluxed under nitrogen for 30 minutes. The dichloroethane was removed in vacuo and the residue was extracted with 700 ml of ethyl acetate. The extract was washed with saturated aqueous sodium bicarbonate solution, then water, then saturated aqueous sodium chloride solution. The extract was d... Isolated yield 72.8%. Product: C1(=CC=CC=C1)C([C@@H]1C(NC1S(=O)(=O)C1=CC=CC=C1)=O)(C1=CC=CC=C1)C1=CC=CC=C1 ((3R)-3-triphenylmethyl-4-phenylsulfonyl-2-azetidinone). Reagents/catalysts: [Br-].C(CCC)[N+](CCCC)(CCCC)CCCC (tetra-n-butylammonium bromide). Reactants: Cl (hydrochloric acid), C(C)(=O)[O-].[NH4+] (ammonium acetate), C(#N)[BH3-].[Na+] (sodium cyanoborohydride), OCCOC1=C(C=O)C(=CC=C1)OCCO (2,6-bis(2-hydroxyethoxy)benzaldehyde). The solvent is CO (methanol). Conditions: time 48 hour. Yields the product Cl.OCCOC1=C(CN)C(=CC=C1)OCCO (2,6-bis(hydroxyethoxy)benzylamine hydrochloride). The yield is 92.0%. RXN SMILES: [OH:1][CH2:2][CH2:3][O:4][C:5]1[CH:12]=[CH:11][CH:10]=[C:9]([O:13][CH2:14][CH2:15][OH:16])[C:6]=1[CH:7]=O.C([O-])(=O)C.[NH4+].C([BH3-])#[N:23].[Na+].[ClH:26]>CO>[ClH:26].[OH:1][CH2:2][CH2:3][O:4][C:5]1[CH:12]=[CH:11][CH:10]=[C:9]([O:13][CH2:14][CH2:15][OH:16])[C:6]=1[CH2:7][NH2:23] |f:1.2,3.4,7.8|. Procedure: 5.08 g of 2,6-bis(2-hydroxyethoxy)benzaldehyde dissolved in 100 ml of anhydrous methanol are treated with 15.6 g of ammonium acetate and 12 g of sodium cyanoborohydride, then stirred under nitrogen blanket at 25°-30° C. for 48 hours, then adjusted to pH=1 with concentrated hydrochloric acid and evaporated at reduced pressure. The solid residue is treated with 30 ml of water and extracted with 20 ml of ethyl acetate, said volume being divided previously into two portions. The water phase, after e... Reactants: acid chloride, C1=C(C=CC2=CC=CC=C12)OCCOC1=CC=C(C=C1)C(C(=O)O)=O (4-[[2-(2-naphthalenyloxy)ethyl]oxy]-alphaoxobenzeneacetic acid), CN(CCO)C (2-(dimethylamino)ethanol). The solvent is ClCCl (dichloromethane), ClCCl (dichloromethane). Conditions: time 1 hour. Product: CN(CCOC(C(C1=CC=C(C=C1)OCCOC1=CC2=CC=CC=C2C=C1)=O)=O)C (4-[[2-(2-NAPHTHALENYLOXY)ETHYL]OXY]-ALPHA-OXOBENZENEACETIC ACID 2-(DIMETHYLAMINO)ETHYL ESTER). RXN SMILES: [CH:1]1[C:10]2[C:5](=[CH:6][CH:7]=[CH:8][CH:9]=2)[CH:4]=[CH:3][C:2]=1[O:11][CH2:12][CH2:13][O:14][C:15]1[CH:20]=[CH:19][C:18]([C:21](=[O:25])[C:22]([OH:24])=[O:23])=[CH:17][CH:16]=1.[CH3:26][N:27]([CH3:31])[CH2:28][CH2:29]O>ClCCl>[CH3:26][N:27]([CH3:31])[CH2:28][CH2:29][O:23][C:22](=[O:24])[C:21](=[O:25])[C:18]1[CH:19]=[CH:20][C:15]([O:14][CH2:13][CH2:12][O:11][C:2]2[CH:3]=[CH:4][C:5]3[C:10](=[CH:9][CH:8]=[CH:7][CH:6]=3)[CH:1]=2)=[CH:16][CH:17]=1. Procedure: The acid chloride, prepared from 4-[[2-(2-naphthalenyloxy)ethyl]oxy]-alphaoxobenzeneacetic acid (0.5 g) as described in Example 6, was dissolved in dichloromethane (10 mL) and added dropwise to a stirred, cold (<-50° C.) mixture of 2-(dimethylamino)ethanol (0.178 g) in dichloromethane (10 mL). The cooling bath was removed and the mixture stirred for 1 hour at room temperature. The mixture was diluted with dichloromethane and washed once with saturated aqueous sodium bicarbonate, once with water,... Starting materials: CCC(=O)C1C(=O)CC2(CCc3ccccc32)CC1=O, CCON, CC(=O)[O-], CCO, Cl, Cl, [Na+]. Yields the product CCON=C(CC)C1C(=O)CC2(CCc3ccccc32)CC1=O. As a reaction SMILES: [C:1]([CH2:2][CH3:3])(=[O:4])[CH:5]1[C:6](=[O:20])[CH2:7][C:8]2([CH2:9][C:10]1=[O:11])[CH2:12][CH2:13][c:14]1[cH:15][cH:16][cH:17][cH:18][c:19]12.[CH2:22]([CH3:23])[O:24][NH2:25].[CH3:27][C:28](=[O:29])[O-:30].[CH3:32][CH2:33][OH:34].[ClH:21].[ClH:31].[Na+:26]>>[C:1]([CH2:2][CH3:3])([CH:5]1[C:6](=[O:20])[CH2:7][C:8]2([CH2:9][C:10]1=[O:11])[CH2:12][CH2:13][c:14]1[cH:15][cH:16][cH:17][cH:18][c:19]12)=[N:25][O:24][CH2:22][CH3:23]. The reactants are C([O-])([O-])=O.[Ca+2] (calcium carbonate), lime, [OH-].[Ca+2].[OH-] (calcium hydroxide). The solvent is lime. Yields the product C([O-])([O-])=O.[Ca+2] (calcium carbonate), [O-2].[Ca+2] (calcium oxide), C(=O)=O (carbon dioxide). As a reaction SMILES: [OH-:1].[Ca+2:2].[OH-].[C:4](=[O:7])([O-:6])[O-:5].[Ca+2]>>[C:4](=[O:5])([O-:7])[O-:6].[Ca+2:2].[O-2:1].[Ca+2:2].[C:4](=[O:6])=[O:5] |f:0.1.2,3.4,5.6,7.8|. Procedure: FIG. 2 depicts a process in which calcium hydroxide is used to adjust the pH of the pretreated feedstock. Like reference numbers indicate identical or similar processing steps as in FIG. 1A. FIG. 2 is similar to FIG. 1A, except that, according to this embodiment, the calcium carbonate-containing stream 24 is subjected to calcination in a lime kiln 25. Calcination of calcium carbonate in lime kiln 25 produces calcium oxide and carbon dioxide. The calcium oxide becomes hydrated by the addition of ...